From a dataset of the Open Reaction Database (ORD), a public repository of structured organic reaction records. describe an organic reaction: reactants, conditions, products, and yield The reactants are C(C)OC(=O)C=1C(=NOC1C)C(F)(F)F (5-methyl-3-trifluoromethylisoxazole-4-carboxylic acid ethyl ester), [OH-].[Na+] (sodium hydroxide). Solvent: O1CCCC1.O (tetrahydrofuran water). Product: CC1=C(C(=NO1)C(F)(F)F)C(=O)O (5-Methyl-3-trifluoromethylisoxazole-4-carboxylic acid). Isolated yield 80.1%. Reaction SMILES: C([O:3][C:4]([C:6]1[C:7]([C:12]([F:15])([F:14])[F:13])=[N:8][O:9][C:10]=1[CH3:11])=[O:5])C.[OH-].[Na+]>O1CCCC1.O>[CH3:11][C:10]1[O:9][N:8]=[C:7]([C:12]([F:15])([F:13])[F:14])[C:6]=1[C:4]([OH:5])=[O:3] |f:1.2,3.4|. Procedure: A solution of 5-methyl-3-trifluoromethylisoxazole-4-carboxylic acid ethyl ester (2.0 g) and sodium hydroxide (1.1 g) in tetrahydrofuran/water (20 ml/20 ml) was heated at reflux for 18 hours. The tetrahydrofuran was removed in vacuo and the aqueous residue washed with ethyl acetate (50 ml), acidified to pH2 with conc. hydrochloric acid and extracted with ethyl acetate (100 ml). The organic layer was washed with brine (50 ml), separated, dried over magnesium sulphate, filtered and concentrated in ... The reactants are CC(C)OC(=O)c1cc(-n2c(=O)cc(C(F)(F)C(F)(F)F)[nH]c2=O)c(F)cc1Cl, O=P(Cl)(Cl)Cl, c1ccncc1. Product: CC(C)OC(=O)c1cc(-n2c(Cl)nc(C(F)(F)C(F)(F)F)cc2=O)c(F)cc1Cl. As a reaction SMILES: [Cl:1][c:2]1[c:3]([C:4](=[O:5])[O:6][CH:7]([CH3:8])[CH3:9])[cH:10][c:11](-[n:15]2[c:16](=[O:29])[nH:17][c:18]([C:22]([C:23]([F:24])([F:25])[F:26])([F:27])[F:28])[cH:19][c:20]2=[O:21])[c:12]([F:14])[cH:13]1.[P:30]([Cl:31])([Cl:32])([Cl:33])=[O:34].[cH:35]1[cH:36][cH:37][n:38][cH:39][cH:40]1>>[Cl:1][c:2]1[c:3]([C:4](=[O:5])[O:6][CH:7]([CH3:8])[CH3:9])[cH:10][c:11](-[n:15]2[c:16]([Cl:32])[n:17][c:18]([C:22]([C:23]([F:24])([F:25])[F:26])([F:27])[F:28])[cH:19][c:20]2=[O:21])[c:12]([F:14])[cH:13]1. Reactants: ClC=1C=C(C#N)C=C(C1)OC=1C(N(C=CC1C(F)(F)F)CC1=NN(C2=NC(=CC=C21)NCC2=CC=C(C=C2)OC)CC2=CC=C(C=C2)OC)=O (3-chloro-5-{[1-({1-(4-methoxybenzyl)-6-[(4-methoxybenzyl)amino]-1H-pyrazolo[3,4-b]pyridin-3-yl}methyl)-2-oxo-4-(trifluoromethyl)-1,2-dihydropyridin-3-yl]oxy}benzonitrile), C(=O)(C(F)(F)F)O (TFA). Reaction SMILES: [Cl:1][C:2]1[CH:3]=[C:4]([CH:7]=[C:8]([O:10][C:11]2[C:12](=[O:50])[N:13]([CH2:21][C:22]3[C:30]4[C:25](=[N:26][C:27]([NH:31]CC5C=CC(OC)=CC=5)=[CH:28][CH:29]=4)[N:24](CC4C=CC(OC)=CC=4)[N:23]=3)[CH:14]=[CH:15][C:16]=2[C:17]([F:20])([F:19])[F:18])[CH:9]=1)[C:5]#[N:6].[C:51]([OH:57])([C:53]([F:56])([F:55])[F:54])=[O:52]>>[F:54][C:53]([F:56])([F:55])[C:51]([O-:57])=[O:52].[Cl:1][C:2]1[CH:9]=[C:8]([CH:7]=[C:4]([C:5]#[N:6])[CH:3]=1)[O:10][C:11]1[C:12](=[O:50])[N:13]([CH2:21][C:22]2[C:30]3[C:25](=[N:26][C:27]([NH3+:31])=[CH:28][CH:29]=3)[NH:24][N:23]=2)[CH:14]=[CH:15][C:16]=1[C:17]([F:18])([F:19])[F:20] |f:2.3|. Procedure details: 3-chloro-5-{[1-({1-(4-methoxybenzyl)-6-[(4-methoxybenzyl)amino]-1H-pyrazolo[3,4-b]pyridin-3-yl}methyl)-2-oxo-4-(trifluoromethyl)-1,2-dihydropyridin-3-yl]oxy}benzonitrile (0.185 g, 0.264 mmol) was dissolved in TFA (5 mL) and placed in an oil bath at 75° C. After 2 hours, the reaction mixture was concentrated under reduced pressure and purified by preparative HPLC eluting with 30-95% MeCN/H2O+0.1% TFA to afford the title compound as a solid. 1H NMR (DMSO-d6, with NH4OH) δ 7.94 (d, J=7.3 Hz, 1H), 7... Conditions: time 2 hour. Product: FC(C(=O)[O-])(F)F.ClC=1C=C(OC=2C(N(C=CC2C(F)(F)F)CC2=NNC3=NC(=CC=C32)[NH3+])=O)C=C(C1)C#N (3-{[3-(3-chloro-5-cyanophenoxy)-2-oxo-4-(trifluoromethyl)pyridin-1(2H)-yl]methyl}-1H-pyrazolo[3,4-b]pyridin-6-aminium trifluoroacetate).